Dataset: the Open Reaction Database (ORD), a public repository of structured organic reaction records. Task: describe an organic reaction: reactants, conditions, products, and yield The reactants are N#Cc1ccc(C=Cc2nc[nH]n2)cc1, CN(C)C=O, Fc1ccc(C2(Cn3cncn3)CO2)c(F)c1, [H-], [Na+], O. Yields the product N#Cc1ccc(C=Cc2ncn(CC(O)(Cn3cncn3)c3ccc(F)cc3F)n2)cc1. RXN SMILES: [C:3](#[N:4])[c:5]1[cH:6][cH:7][c:8]([CH:9]=[CH:10][c:11]2[n:12][nH:13][cH:14][n:15]2)[cH:16][cH:17]1.[CH3:35][N:36]([CH3:37])[CH:38]=[O:39].[F:18][c:19]1[c:20]([C:26]2([CH2:27][n:28]3[n:29][cH:30][n:31][cH:32]3)[CH2:33][O:34]2)[cH:21][cH:22][c:23]([F:25])[cH:24]1.[H-:1].[Na+:2].[OH2:40]>>[C:3](#[N:4])[c:5]1[cH:6][cH:7][c:8]([CH:9]=[CH:10][c:11]2[n:12][n:13]([CH2:33][C:26]([c:20]3[c:19]([F:18])[cH:24][c:23]([F:25])[cH:22][cH:21]3)([CH2:27][n:28]3[n:29][cH:30][n:31][cH:32]3)[OH:34])[cH:14][n:15]2)[cH:16][cH:17]1. Starting materials: CC=1OC2=C(C=CC=C2C(C1)=O)C=C(C(=O)OC)C(C)=O (methyl 2-[(2-methyl-4-oxo-4H-chromen-8-yl)methylene]-3-oxobutanoate), NC(=CC(CCC1CCC1)=O)C (5-amino-1-cyclobutylhex-4-en-3-one). Run in C(C)O (ethanol). Yields the product C1(CCC1)CCC(=O)C=1C(C(=C(NC1C)C)C(=O)OC)C=1C=CC=C2C(C=C(OC12)C)=O (Methyl 5-(3-cyclobutylpropanoyl)-2,6-dimethyl-4-(2-methyl-4-oxo-4H-chromen-8-yl)-1,4-dihydro-pyridine-3-carboxylate). As a reaction SMILES: [CH3:1][C:2]1[O:3][C:4]2[C:9]([C:10](=[O:12])[CH:11]=1)=[CH:8][CH:7]=[CH:6][C:5]=2[CH:13]=[C:14]([C:19](=O)[CH3:20])[C:15]([O:17][CH3:18])=[O:16].[NH2:22][C:23]([CH3:33])=[CH:24][C:25](=[O:32])[CH2:26][CH2:27][CH:28]1[CH2:31][CH2:30][CH2:29]1>C(O)C>[CH:28]1([CH2:27][CH2:26][C:25]([C:24]2[CH:13]([C:5]3[CH:6]=[CH:7][CH:8]=[C:9]4[C:4]=3[O:3][C:2]([CH3:1])=[CH:11][C:10]4=[O:12])[C:14]([C:15]([O:17][CH3:18])=[O:16])=[C:19]([CH3:20])[NH:22][C:23]=2[CH3:33])=[O:32])[CH2:29][CH2:30][CH2:31]1. Reported procedure: 50 mg (0.175 mmol) of methyl 2-[(2-methyl-4-oxo-4H-chromen-8-yl)methylene]-3-oxobutanoate are dissolved with 38 mg (0.227 mmol) of 5-amino-1-cyclobutylhex-4-en-3-one in 3 ml of ethanol and heated under reflux under argon for 24 h. The reaction mixture is purified by preparative HPLC. Concentration of the fractions results in 43 mg (56% of theory) of the title compound as a white solid. Reactants: NC1=C(C=C(C=C1)CC(C(=O)N1CCC(CC1)C)NS(=O)(=O)C1=CC=C(C=C1)C1=CC=CC=C1)[N+](=O)[O-] (N-[1-((4-amino-3-nitro-phenyl)-methyl)-2-(4-methyl-piperidin-1-yl)-2-oxo-ethyl]-4-biphenylylsulphonamide), C(=O)O (formic acid). Reagents/catalysts: [Pd] (palladium/charcoal). Product: N1C=NC2=C1C=CC(=C2)CC(C(=O)N2CCC(CC2)C)NS(=O)(=O)C2=CC=C(C=C2)C2=CC=CC=C2 (N-[1-(1H-Benzimidazol-5-yl-methyl)-2-(4-methyl-piperidin-1-yl)-2-oxo-ethyl]-4-biphenylyl-sulphonamide). Reaction SMILES: [NH2:1][C:2]1[CH:7]=[CH:6][C:5]([CH2:8][CH:9]([NH:19][S:20]([C:23]2[CH:28]=[CH:27][C:26]([C:29]3[CH:34]=[CH:33][CH:32]=[CH:31][CH:30]=3)=[CH:25][CH:24]=2)(=[O:22])=[O:21])[C:10]([N:12]2[CH2:17][CH2:16][CH:15]([CH3:18])[CH2:14][CH2:13]2)=[O:11])=[CH:4][C:3]=1[N+:35]([O-])=O.[CH:38](O)=O>[Pd]>[NH:1]1[C:2]2[CH:7]=[CH:6][C:5]([CH2:8][CH:9]([NH:19][S:20]([C:23]3[CH:28]=[CH:27][C:26]([C:29]4[CH:34]=[CH:33][CH:32]=[CH:31][CH:30]=4)=[CH:25][CH:24]=3)(=[O:22])=[O:21])[C:10]([N:12]3[CH2:17][CH2:16][CH:15]([CH3:18])[CH2:14][CH2:13]3)=[O:11])=[CH:4][C:3]=2[N:35]=[CH:38]1. Procedure details: Prepared from N-[1-((4-amino-3-nitro-phenyl)-methyl)-2-(4-methyl-piperidin-1-yl)-2-oxo-ethyl]-4-biphenylylsulphonamide and cyclising with formic acid in the presence of palladium/charcoal analogously to Example 1.